This data is from the Open Reaction Database (ORD), a public repository of structured organic reaction records. The task is: describe an organic reaction: reactants, conditions, products, and yield Starting materials: O=C1CC2c3ccccc3CC12, CO, CC(=O)[O-], Cl, NO, [Na+]. Product: ON=C1CC2c3ccccc3CC12. RXN SMILES: [C:9]1(=[O:20])[CH2:10][CH:11]2[CH:12]1[CH2:13][c:14]1[cH:15][cH:16][cH:17][cH:18][c:19]12.[CH3:21][OH:22].[CH3:2][C:3](=[O:4])[O-:5].[ClH:6].[NH2:7][OH:8].[Na+:1]>>[N:7]([OH:8])=[C:9]1[CH2:10][CH:11]2[CH:12]1[CH2:13][c:14]1[cH:15][cH:16][cH:17][cH:18][c:19]12.